From a dataset of the Open Reaction Database (ORD), a public repository of structured organic reaction records. describe an organic reaction: reactants, conditions, products, and yield The reactants are [OH-].[Na+] (Sodium hydroxide), Cl (hydrogen chloride), C(C)OC(CC(=O)[C@H]1C[C@@H](N(CC1)C(=O)OC)CCC1=CC=C(C=C1)F)=O (Trans-methyl 4-(3-ethoxy-3-oxopropanoyl)-2-(4-fluorophenethyl)piperidine-1-carboxylate), NO (Hydroxylamine). Run in O (water), O (water), C(Cl)Cl (DCM), CO (MeOH). Reaction conditions: temperature -40 celsius, time 15 minute. Yields the product FC1=CC=C(CC[C@@H]2N(CC[C@H](C2)C2=CC(NO2)=O)C(=O)OC)C=C1 (Trans-methyl 2-(4-fluorophenethyl)-4-(3-oxo-2,3-dihydroisoxazol-5-yl)piperidine-1-carboxylate). Isolated yield 82.2%. Reaction SMILES: C([O:3][C:4](=O)[CH2:5][C:6]([C@@H:8]1[CH2:13][CH2:12][N:11]([C:14]([O:16][CH3:17])=[O:15])[C@@H:10]([CH2:18][CH2:19][C:20]2[CH:25]=[CH:24][C:23]([F:26])=[CH:22][CH:21]=2)[CH2:9]1)=[O:7])C.[OH-].[Na+].[NH2:30]O.Cl>CO.O.C(Cl)Cl>[F:26][C:23]1[CH:24]=[CH:25][C:20]([CH2:19][CH2:18][C@H:10]2[CH2:9][C@H:8]([C:6]3[O:7][NH:30][C:4](=[O:3])[CH:5]=3)[CH2:13][CH2:12][N:11]2[C:14]([O:16][CH3:17])=[O:15])=[CH:21][CH:22]=1 |f:1.2|. Reported procedure: Trans-methyl 4-(3-ethoxy-3-oxopropanoyl)-2-(4-fluorophenethyl)piperidine-1-carboxylate (730 mg, 1.92 mmol) (from example 92, step 1) was dissolved in MeOH (7 mL) and cooled to −40° C. under nitrogen. Sodium hydroxide (77 mg, 1.92 mmol) dissolved in water (0.700 mL) was added and the mixture was stirred at −40° C. for 15 min. Hydroxylamine (50% by weight in water, 0.118 mL, 1.92 mmol) was added. The resulting solution was stirred at −40° C. for 3 h. The mixture was then transferred into a prewarm... The reactants are O=C([O-])[O-], CN(C)C=O, CC(C)(C)Nc1nc(C(F)(F)F)c(C(=O)O)o1, FC(F)(F)c1cccc(CCl)c1, [K+], [K+], O. Yields the product CC(C)(C)Nc1nc(C(F)(F)F)c(C(=O)OCc2cccc(C(F)(F)F)c2)o1. RXN SMILES: [C:6](=[O:7])([O-:8])[O-:9].[CH3:1][N:2]([CH3:3])[CH:4]=[O:5].[CH3:24][C:25]([CH3:26])([CH3:27])[NH:28][c:29]1[o:30][c:31]([C:38](=[O:39])[OH:40])[c:32]([C:34]([F:35])([F:36])[F:37])[n:33]1.[F:12][C:13]([c:14]1[cH:15][c:16]([CH2:17][Cl:18])[cH:19][cH:20][cH:21]1)([F:22])[F:23].[K+:10].[K+:11].[OH2:41]>>[F:12][C:13]([c:14]1[cH:15][c:16]([CH2:17][O:40][C:38]([c:31]2[o:30][c:29]([NH:28][C:25]([CH3:24])([CH3:26])[CH3:27])[n:33][c:32]2[C:34]([F:35])([F:36])[F:37])=[O:39])[cH:19][cH:20][cH:21]1)([F:22])[F:23]. The reactants are [K+].[Br-] (KBr), resultant mixture, [H][H] (hydrogen), [N+](=O)([O-])C=1C=C(C(CC(=O)O)=CC1)C(=O)O (4-Nitrohomophthalic Acid), ( s ), ( s ). The reagents and catalysts are [Pd] (Pd—C). Run in [OH-].[Na+] (NaOH). The product is NC=1C=C(C(CC(=O)O)=CC1)C(=O)O (4-Aminohomophthalic Acid). Isolated yield 81.0%. As a reaction SMILES: [N+:1]([C:4]1[CH:5]=[C:6]([C:14]([OH:16])=[O:15])[C:7](=[CH:12][CH:13]=1)[CH2:8][C:9]([OH:11])=[O:10])([O-])=O.[H][H].[K+].[Br-]>[OH-].[Na+].[Pd]>[NH2:1][C:4]1[CH:5]=[C:6]([C:14]([OH:16])=[O:15])[C:7](=[CH:12][CH:13]=1)[CH2:8][C:9]([OH:11])=[O:10] |f:2.3,4.5|. Reported procedure: Compound 13 (15.75 g/0.07 mol) was then dissolved in 150 ml 1N NaOH, treated with 0.55 g of 5% Pd—C and placed in a 500 ml Parr bottle. The resultant mixture was hydrogenated at 47 psi for 3 hours or until the uptake of hydrogen ceased. The solution was suction filtered through Celite, washed with a minimum amount of DI water and then acidified with c. HCl to pH 4-5. The solution was stored in the refrigerator (scratch to induce crystallization) over night. The product crystallized and was isola... The reactants are CC(=O)C (acetone), C1CO1 (ethylene oxide), FC1=NC=CC=C1 (2-fluoropyridine), [Li]CCCC (n-BuLi). Run in CCOCC (ether), CCOCC (ether), C1CCOC1 (THF). Product: OCCC=1C(=NC=CC1)F (3-(2-hydroxyethyl)-2-fluoropyridine). As a reaction SMILES: [F:1][C:2]1[CH:7]=[CH:6][CH:5]=[CH:4][N:3]=1.[Li]CCCC.[CH2:13]1[O:15][CH2:14]1.CC(C)=O>C1COCC1.CCOCC>[OH:15][CH2:14][CH2:13][C:7]1[C:2]([F:1])=[N:3][CH:4]=[CH:5][CH:6]=1. Reported procedure: A solution of 2.0 g (20.6 mmol) of 2-fluoropyridine in 25 ml of dry THF was cooled to -78° C. was added 25 ml (1.6M in hexanes, 41.6 mmol) n-BuLi under an atmosphere of nitrogen. The mixture was stirred at this temperature for 2 hours before an addition of 4 ml ethylene oxide in 7 ml ether. The mixture was warmed to room temperature, 150 ml ether and 25 ml acetone was added. The precipitate was removed by filtration, and the filtrate was concentrated to 1/3 of volume in vacuo. The remainder was ... Starting materials: CC(C)(C)[O-], Cc1nc(-c2ccccc2)n2nc(N)ncc12, Cc1ccccc1, Cl, O=[N+]([O-])c1ccc(I)cc1, [Na+], O=C(C=Cc1ccccc1)C=Cc1ccccc1, O=C(C=Cc1ccccc1)C=Cc1ccccc1, O=C(C=Cc1ccccc1)C=Cc1ccccc1, [Pd], [Pd]. The product is Cc1nc(-c2ccccc2)n2nc(Nc3ccc([N+](=O)[O-])cc3)ncc12. As a reaction SMILES: [CH3:29][C:30]([CH3:31])([O-:32])[CH3:33].[CH3:2][c:3]1[n:4][c:5](-[c:13]2[cH:14][cH:15][cH:16][cH:17][cH:18]2)[n:6]2[n:7][c:8]([NH2:12])[n:9][cH:10][c:11]12.[CH3:91][c:92]1[cH:93][cH:94][cH:95][cH:96][cH:97]1.[ClH:1].[I:19][c:20]1[cH:21][cH:22][c:23]([N+:26](=[O:27])[O-:28])[cH:24][cH:25]1.[Na+:34].[O:37]=[C:38]([CH:39]=[CH:40][c:41]1[cH:42][cH:43][cH:44][cH:45][cH:46]1)[CH:47]=[CH:48][c:49]1[cH:50][cH:51][cH:52][cH:53][cH:54]1.[O:55]=[C:56]([CH:57]=[CH:58][c:59]1[cH:60][cH:61][cH:62][cH:63][cH:64]1)[CH:65]=[CH:66][c:67]1[cH:68][cH:69][cH:70][cH:71][cH:72]1.[O:73]=[C:74]([CH:75]=[CH:76][c:77]1[cH:78][cH:79][cH:80][cH:81][cH:82]1)[CH:83]=[CH:84][c:85]1[cH:86][cH:87][cH:88][cH:89][cH:90]1.[Pd:35].[Pd:36]>>[CH3:2][c:3]1[n:4][c:5](-[c:13]2[cH:14][cH:15][cH:16][cH:17][cH:18]2)[n:6]2[n:7][c:8]([NH:12][c:20]3[cH:21][cH:22][c:23]([N+:26](=[O:27])[O-:28])[cH:24][cH:25]3)[n:9][cH:10][c:11]12. Starting materials: [CH2]C, CCOC(N)=O, Cc1ccccc1, CC(=O)C(=O)c1ccccc1, Oc1ccc(O)cc1, Cc1ccc(S(=O)(=O)O)cc1. Yields the product C=C(NC(=O)OCC)C(=O)c1ccccc1. Reaction SMILES: [CH2:18][CH3:19].[CH3:12][CH2:13][O:14][C:15]([NH2:16])=[O:17].[CH3:39][c:40]1[cH:41][cH:42][cH:43][cH:44][cH:45]1.[O:1]=[C:2]([C:3](=[O:4])[c:5]1[cH:6][cH:7][cH:8][cH:9][cH:10]1)[CH3:11].[OH:20][c:21]1[cH:22][cH:23][c:24]([OH:25])[cH:26][cH:27]1.[c:28]1([CH3:29])[cH:30][cH:31][c:32]([S:33]([OH:34])(=[O:35])=[O:36])[cH:37][cH:38]1>>[C:2]([C:3](=[O:4])[c:5]1[cH:6][cH:7][cH:8][cH:9][cH:10]1)(=[CH2:11])[NH:16][C:15]([O:14][CH2:13][CH3:12])=[O:17]. The reactants are CO, O=C(NOCc1ccccc1)C1CN(c2ccc(N3CCOCC3)c(F)c2)C(=O)O1. Yields the product O=C(NO)C1CN(c2ccc(N3CCOCC3)c(F)c2)C(=O)O1. As a reaction SMILES: [CH3:31][OH:32].[F:1][c:2]1[cH:3][c:4]([N:14]2[C:15](=[O:30])[O:16][CH:17]([C:19](=[O:20])[NH:21][O:22][CH2:23][c:24]3[cH:25][cH:26][cH:27][cH:28][cH:29]3)[CH2:18]2)[cH:5][cH:6][c:7]1[N:8]1[CH2:9][CH2:10][O:11][CH2:12][CH2:13]1>>[F:1][c:2]1[cH:3][c:4]([N:14]2[C:15](=[O:30])[O:16][CH:17]([C:19](=[O:20])[NH:21][OH:22])[CH2:18]2)[cH:5][cH:6][c:7]1[N:8]1[CH2:9][CH2:10][O:11][CH2:12][CH2:13]1.